The task is: describe an organic reaction: reactants, conditions, products, and yield. This data is from the Open Reaction Database (ORD), a public repository of structured organic reaction records. The reactants are C1(CC1)N1C=C(C(C2=C(C(=C(C(=C12)F)F)F)N)=O)C(=O)O (1-cyclopropyl-5-amino-6,7,8-trifluoro-1,4-dihydro-4-oxoquinoline-3-carboxylic acid), ClC1=C2CNCC2=CC=C1 (4-chloroisoindoline), C1CCC2=NCCCN2CC1 (DBU). Solvent: CN(C)C=O (DMF). Product: ClC1=C2CN(CC2=CC=C1)C1=C(C(=C2C(C(=CN(C2=C1F)C1CC1)C(=O)O)=O)N)F (7-(4-chloro-2-isoindolinyl)-1-cyclopropyl-5-amino-6,8-difluoro-1,4-dihydro-4-oxoquinoline-3-carboxylic acid). The yield is 24.0%. RXN SMILES: [CH:1]1([N:4]2[C:13]3[C:8](=[C:9]([NH2:17])[C:10]([F:16])=[C:11](F)[C:12]=3[F:14])[C:7](=[O:18])[C:6]([C:19]([OH:21])=[O:20])=[CH:5]2)[CH2:3][CH2:2]1.[Cl:22][C:23]1[CH:31]=[CH:30][CH:29]=[C:28]2[C:24]=1[CH2:25][NH:26][CH2:27]2.C1CCN2C(=NCCC2)CC1>CN(C=O)C>[Cl:22][C:23]1[CH:31]=[CH:30][CH:29]=[C:28]2[C:24]=1[CH2:25][N:26]([C:11]1[C:12]([F:14])=[C:13]3[C:8]([C:7](=[O:18])[C:6]([C:19]([OH:21])=[O:20])=[CH:5][N:4]3[CH:1]3[CH2:2][CH2:3]3)=[C:9]([NH2:17])[C:10]=1[F:16])[CH2:27]2. Procedure details: 268 mg of 1-cyclopropyl-5-amino-6,7,8-trifluoro-1,4-dihydro-4-oxoquinoline-3-carboxylic acid, 154 mg of 4-chloroisoindoline, 274 mg of DBU, and 2 ml of anhydrous DMF were processed in the same manner as in Example 20 to produce 93 mg of the target compound. Starting materials: C(CC)C1=NC=2C(=NC=CC2C)N1CC1=CC=C(C=C1)OC(C1=CC=CC=C1)C(=O)OCC (2-n-propyl-7-methyl-3-[4-[(α-ethoxycarbonyl)benzyloxy]benzyl]-imidazo[4,5-b]pyridine), [OH-].[Na+] (sodium hydroxide). The solvent is C(C)O (ethanol). Yields the product C(CC)C1=NC=2C(=NC=CC2C)N1CC1=CC=C(C=C1)OC(C1=CC=CC=C1)C(=O)O (2-n-Propyl-7-methyl-3-[4-[(α-carboxy)benzyloxy]benzyl]imidazo[4,5-b]pyridine). RXN SMILES: [CH2:1]([C:4]1[N:13]([CH2:14][C:15]2[CH:20]=[CH:19][C:18]([O:21][CH:22]([C:29]([O:31]CC)=[O:30])[C:23]3[CH:28]=[CH:27][CH:26]=[CH:25][CH:24]=3)=[CH:17][CH:16]=2)[C:7]2=[N:8][CH:9]=[CH:10][C:11]([CH3:12])=[C:6]2[N:5]=1)[CH2:2][CH3:3].[OH-].[Na+]>C(O)C>[CH2:1]([C:4]1[N:13]([CH2:14][C:15]2[CH:20]=[CH:19][C:18]([O:21][CH:22]([C:29]([OH:31])=[O:30])[C:23]3[CH:28]=[CH:27][CH:26]=[CH:25][CH:24]=3)=[CH:17][CH:16]=2)[C:7]2=[N:8][CH:9]=[CH:10][C:11]([CH3:12])=[C:6]2[N:5]=1)[CH2:2][CH3:3] |f:1.2|. Reported procedure: Prepared analogously to Example 1b from 2-n-propyl-7-methyl-3-[4-[(α-ethoxycarbonyl)benzyloxy]benzyl]-imidazo[4,5-b]pyridine and 1N sodium hydroxide solution in ethanol. Starting materials: ClCCl (dichloromethane), C(C1=CC=CC=C1)NC1CCN(CC1)CCC (N-benzyl-1-propyl-4-piperidinamine), C(C)N(C(C1=CC=C(C=C1)Br)=O)CC (N, N-diethyl-4-bromobenzamide), CC(C)([O-])C.[Na+] (sodium t-butoxide). Reagents/catalysts: C=1C=CC(=CC1)/C=C/C(=O)/C=C/C2=CC=CC=C2.C=1C=CC(=CC1)/C=C/C(=O)/C=C/C2=CC=CC=C2.C=1C=CC(=CC1)/C=C/C(=O)/C=C/C2=CC=CC=C2.[Pd].[Pd] (Pd2 dba3), C1=CC=C(C=C1)P(C2=CC=CC=C2)C3=C(C4=CC=CC=C4C=C3)C5=C(C=CC6=CC=CC=C65)P(C7=CC=CC=C7)C8=CC=CC=C8 ((+)-BINAP). Run in O (water), C1(=CC=CC=C1)C (toluene). Yields the product C(C)N(C(C1=CC=C(C=C1)N(C1CCN(CC1)CCC)CC1=CC=CC=C1)=O)CC (N,N-diethyl-4-[benzyl(1-propylpiperidin-4-yl)amino]benzamide). Yield: 61.7%. Reaction SMILES: [CH2:1]([NH:8][CH:9]1[CH2:14][CH2:13][N:12]([CH2:15][CH2:16][CH3:17])[CH2:11][CH2:10]1)[C:2]1[CH:7]=[CH:6][CH:5]=[CH:4][CH:3]=1.[CH2:18]([N:20]([CH2:30][CH3:31])[C:21](=[O:29])[C:22]1[CH:27]=[CH:26][C:25](Br)=[CH:24][CH:23]=1)[CH3:19].CC(C)([O-])C.[Na+].ClCCl>C1(C)C=CC=CC=1.C1C=CC(/C=C/C(/C=C/C2C=CC=CC=2)=O)=CC=1.C1C=CC(/C=C/C(/C=C/C2C=CC=CC=2)=O)=CC=1.C1C=CC(/C=C/C(/C=C/C2C=CC=CC=2)=O)=CC=1.[Pd].[Pd].C1C=CC(P(C2C=CC3C(=CC=CC=3)C=2C2C3C(=CC=CC=3)C=CC=2P(C2C=CC=CC=2)C2C=CC=CC=2)C2C=CC=CC=2)=CC=1.O>[CH2:30]([N:20]([CH2:18][CH3:19])[C:21](=[O:29])[C:22]1[CH:27]=[CH:26][C:25]([N:8]([CH2:1][C:2]2[CH:3]=[CH:4][CH:5]=[CH:6][CH:7]=2)[CH:9]2[CH2:14][CH2:13][N:12]([CH2:15][CH2:16][CH3:17])[CH2:11][CH2:10]2)=[CH:24][CH:23]=1)[CH3:31] |f:2.3,6.7.8.9.10|. Procedure: A solution of N-benzyl-1-propyl-4-piperidinamine (3.47 g, 14.9 mmol), N, N-diethyl-4-bromobenzamide (3.82 g, 14.9 mmol), Pd2 dba3 (0.14 g, 0.149 mmol), (+)-BINAP (0.28 g, 0.448 mmol) and sodium t-butoxide (2.00 g, 20.9 mmol) in 18.5 mL of dry toluene was heated at 120° C. under Argon in a pressure vessel for 46 h. The mixture was cooled, and dichloromethane (75 mL) and water (75 mL) were added to the reaction flask. The layers were separated, and the aqueous layer was extracted twice with dichlo... Reactants: IC=1C=C(C=CC1OC)NC=1C2=C(N=CN1)NC(=C2)C=2CCN(CC2)C(=O)OC(C)(C)C (tert-butyl 4-[4-(3-iodo-4-methoxyphenylamino)-7H-pyrrolo[2,3-d]pyrimidin-6-yl]-3,6-dihydro-2H-pyridine-1-carboxylate), C(=O)(OC(C)(C)C)N1C(=CC=C1)B(O)O (N-Boc-2-pyrrolylboronic acid), C([O-])([O-])=O.[K+].[K+] (potassium carbonate), C(Cl)Cl (CH2Cl2), [OH-].[Na+] (NaOH). The reagents and catalysts are C1=CC=C(C=C1)P([C-]2C=CC=C2)C3=CC=CC=C3.C1=CC=C(C=C1)P([C-]2C=CC=C2)C3=CC=CC=C3.Cl[Pd]Cl.[Fe+2] (PdCl2(dppf)). The solvent is O1CCOCC1.O (dioxane water), CO (methanol). Product: COC1=C(C=C(C=C1)NC=1C2=C(N=CN1)NC(=C2)C=2CCN(CC2)C(=O)OC(C)(C)C)C=2NC=CC2 (tert-Butyl 4-{4-[4-methoxy-3-(1H-pyrrol-2-yl)-phenylamino]-7H-pyrrolo[2,3-d]pyrimidin-6-yl}-3,6-dihydro-2H-pyridine-1-carboxylate). RXN SMILES: I[C:2]1[CH:3]=[C:4]([NH:10][C:11]2[C:12]3[CH:19]=[C:18]([C:20]4[CH2:21][CH2:22][N:23]([C:26]([O:28][C:29]([CH3:32])([CH3:31])[CH3:30])=[O:27])[CH2:24][CH:25]=4)[NH:17][C:13]=3[N:14]=[CH:15][N:16]=2)[CH:5]=[CH:6][C:7]=1[O:8][CH3:9].C([N:40]1[CH:44]=[CH:43][CH:42]=[C:41]1B(O)O)(OC(C)(C)C)=O.C(=O)([O-])[O-].[K+].[K+].C(Cl)Cl.[OH-].[Na+]>O1CCOCC1.O.CO.C1C=CC(P(C2C=CC=CC=2)[C-]2C=CC=C2)=CC=1.C1C=CC(P(C2C=CC=CC=2)[C-]2C=CC=C2)=CC=1.Cl[Pd]Cl.[Fe+2]>[CH3:9][O:8][C:7]1[CH:6]=[CH:5][C:4]([NH:10][C:11]2[C:12]3[CH:19]=[C:18]([C:20]4[CH2:21][CH2:22][N:23]([C:26]([O:28][C:29]([CH3:32])([CH3:31])[CH3:30])=[O:27])[CH2:24][CH:25]=4)[NH:17][C:13]=3[N:14]=[CH:15][N:16]=2)=[CH:3][C:2]=1[C:41]1[NH:40][CH:44]=[CH:43][CH:42]=1 |f:2.3.4,6.7,8.9,11.12.13.14|. Procedure: To a stirred solution of tert-butyl 4-[4-(3-iodo-4-methoxyphenylamino)-7H-pyrrolo[2,3-d]pyrimidin-6-yl]-3,6-dihydro-2H-pyridine-1-carboxylate (82.1 mg, 0.15 mmol), N-Boc-2-pyrrolylboronic acid (47.5 mg, 0.225 mmol) and potassium carbonate (41.5 mg, 0.3 mmol) in dioxane/water (4:1) (11.0 mL) was added PdCl2(dppf).CH2Cl2 (12.2 mg, 0.015 mmol). The mixture was heated at reflux for 18 h. Solvents were removed and the residue was dissolved in DMF (≈2 mL). The DMF solution was filtered and sent to mas... The reactants are CCO, CC(=O)O, CC(C(=O)O)c1ccc(-n2cc([N+](=O)[O-])cn2)c(Cl)c1, [Fe], O. Product: CC(C(=O)O)c1ccc(-n2cc(N)cn2)c(Cl)c1. As a reaction SMILES: [CH3:1][CH2:2][OH:3].[CH3:25][C:26](=[O:27])[OH:28].[Cl:4][c:5]1[cH:6][c:7]([CH:19]([C:20](=[O:21])[OH:22])[CH3:23])[cH:8][cH:9][c:10]1-[n:11]1[n:12][cH:13][c:14]([N+:16]([O-:17])=[O:18])[cH:15]1.[Fe:29].[OH2:24]>>[Cl:4][c:5]1[cH:6][c:7]([CH:19]([C:20](=[O:21])[OH:22])[CH3:23])[cH:8][cH:9][c:10]1-[n:11]1[n:12][cH:13][c:14]([NH2:16])[cH:15]1.